From a dataset of the Open Reaction Database (ORD), a public repository of structured organic reaction records. describe an organic reaction: reactants, conditions, products, and yield The reactants are CCSC(c1ccccc1)C(NS(=O)(=O)c1ccc(-c2ccc(F)cc2)cc1)C(=O)OC, [I-], [Li+], c1ccncc1. The product is CCSC(c1ccccc1)C(NS(=O)(=O)c1ccc(-c2ccc(F)cc2)cc1)C(=O)O. RXN SMILES: [CH3:1][O:2][C:3]([CH:4]([CH:5]([c:6]1[cH:7][cH:8][cH:9][cH:10][cH:11]1)[S:12][CH2:13][CH3:14])[NH:15][S:16](=[O:17])(=[O:18])[c:19]1[cH:20][cH:21][c:22](-[c:25]2[cH:26][cH:27][c:28]([F:31])[cH:29][cH:30]2)[cH:23][cH:24]1)=[O:32].[I-:33].[Li+:34].[cH:35]1[cH:36][cH:37][n:38][cH:39][cH:40]1>>[O:2]=[C:3]([CH:4]([CH:5]([c:6]1[cH:7][cH:8][cH:9][cH:10][cH:11]1)[S:12][CH2:13][CH3:14])[NH:15][S:16](=[O:17])(=[O:18])[c:19]1[cH:20][cH:21][c:22](-[c:25]2[cH:26][cH:27][c:28]([F:31])[cH:29][cH:30]2)[cH:23][cH:24]1)[OH:32]. Reactants: CC(=O)O[BH-](OC(C)=O)OC(C)=O, CC(=O)O, O=Cc1ccccc1, ClCCl, [Na+], O, Nc1ccc(CN2CCN(c3ccccc3)CC2)cc1. Product: c1ccc(CNc2ccc(CN3CCN(c4ccccc4)CC3)cc2)cc1. Reaction SMILES: [C:1]([O:2][BH-:3]([O:4][C:5](=[O:6])[CH3:7])[O:8][C:9](=[O:10])[CH3:11])(=[O:12])[CH3:13].[CH3:43][C:44](=[O:45])[OH:46].[CH:35](=[O:36])[c:37]1[cH:38][cH:39][cH:40][cH:41][cH:42]1.[Cl:47][CH2:48][Cl:49].[Na+:14].[OH2:50].[c:15]1([N:21]2[CH2:22][CH2:23][N:24]([CH2:27][c:28]3[cH:29][cH:30][c:31]([NH2:34])[cH:32][cH:33]3)[CH2:25][CH2:26]2)[cH:16][cH:17][cH:18][cH:19][cH:20]1>>[c:15]1([N:21]2[CH2:22][CH2:23][N:24]([CH2:27][c:28]3[cH:29][cH:30][c:31]([NH:34][CH2:35][c:37]4[cH:38][cH:39][cH:40][cH:41][cH:42]4)[cH:32][cH:33]3)[CH2:25][CH2:26]2)[cH:16][cH:17][cH:18][cH:19][cH:20]1. Starting materials: [Cl-], Cl, Nc1ccc(SCC(F)(F)C(F)F)cc1[N+](=O)[O-], [NH4+], [OH-]. The product is Nc1ccc(SCC(F)(F)C(F)F)cc1N. Reaction SMILES: [Cl-:19].[ClH:20].[N+:1]([O-:2])(=[O:3])[c:4]1[c:5]([NH2:6])[cH:7][cH:8][c:9]([S:11][CH2:12][C:13]([CH:14]([F:15])[F:16])([F:17])[F:18])[cH:10]1.[NH4+:21].[OH-:22]>>[NH2:1][c:4]1[c:5]([NH2:6])[cH:7][cH:8][c:9]([S:11][CH2:12][C:13]([CH:14]([F:15])[F:16])([F:17])[F:18])[cH:10]1. Reactants: ClC(Cl)(Cl)Cl, OCc1ccc2c(c1)OC(F)(F)O2. Product: FC1(F)Oc2ccc(CCl)cc2O1. RXN SMILES: [C:14]([Cl:15])([Cl:16])([Cl:17])[Cl:18].[F:1][C:2]1([F:13])[O:3][c:4]2[c:5]([cH:7][cH:8][c:9]([CH2:11][OH:12])[cH:10]2)[O:6]1>>[F:1][C:2]1([F:13])[O:3][c:4]2[c:5]([cH:7][cH:8][c:9]([CH2:11][Cl:15])[cH:10]2)[O:6]1. Yields the product CC(c1cccnc1)N1CC(C2CCOC2)C1. The reagents and catalysts are O=C([O-])[O-].[Cs+].[Cs+] (cesium carbonate), [I-].[K+] (potassium iodide). Conditions: temperature 70 celsius, time 16 hour. Solvent: CN(C)C=O (DMF), CN(C)C=O (dmf), CN(C)C=O (DMF). The reactants are CC(Cl)c1cccnc1, C1CC(C2CNC2)CO1. Starting materials: O=S1(=O)CCN(Cc2ccc(Br)cc2)CC1, CS(=O)(=O)c1ccc(-c2cc(C(N)=O)c(N)s2)cc1. Yields the product CS(=O)(=O)c1ccc(-c2cc(C(N)=O)c(Nc3ccc(CN4CCS(=O)(=O)CC4)cc3)s2)cc1. Reaction SMILES: [Br:20][c:21]1[cH:22][cH:23][c:24]([CH2:25][N:26]2[CH2:27][CH2:28][S:29](=[O:32])(=[O:33])[CH2:30][CH2:31]2)[cH:34][cH:35]1.[NH2:1][c:2]1[s:3][c:4](-[c:10]2[cH:11][cH:12][c:13]([S:16](=[O:17])(=[O:18])[CH3:19])[cH:14][cH:15]2)[cH:5][c:6]1[C:7](=[O:8])[NH2:9]>>[NH:1]([c:2]1[s:3][c:4](-[c:10]2[cH:11][cH:12][c:13]([S:16](=[O:17])(=[O:18])[CH3:19])[cH:14][cH:15]2)[cH:5][c:6]1[C:7](=[O:8])[NH2:9])[c:21]1[cH:22][cH:23][c:24]([CH2:25][N:26]2[CH2:27][CH2:28][S:29](=[O:32])(=[O:33])[CH2:30][CH2:31]2)[cH:34][cH:35]1. Reactants: N1=CN=CC(=C1)C1=CN2CCC1CC2 (3-(5-pyrmidinyl)-1-azabicyclo[2.2.2]oct-2-ene). Run in C(C)O (ethanol). Yields the product N1=CN=CC(=C1)C1CN2CCC1CC2 (3-(5-pyrimidinyl)-1-azabicyclo[2.2.2]octane). Isolated yield 54.1%. Reaction SMILES: [N:1]1[CH:6]=[C:5]([C:7]2[CH:12]3[CH2:13][CH2:14][N:9]([CH2:10][CH2:11]3)[CH:8]=2)[CH:4]=[N:3][CH:2]=1>C(O)C>[N:3]1[CH:4]=[C:5]([CH:7]2[CH:12]3[CH2:11][CH2:10][N:9]([CH2:14][CH2:13]3)[CH2:8]2)[CH:6]=[N:1][CH:2]=1. Reported procedure: Thionyl chloride (0.35 ml. 4.8 mmol) was added to a rapidly stirred solution of 3-(5-pyrimidinyl)-1-azabicyclo[2.2.2] octan-3-ol (0.5 g, 2.4 mmol) in dichloromethane (15 ml), at 0° C. The solution was warmed to room temperature and stirred for 1 h before adding a second portion of thionyl chloride (0.2 ml) and refluxing for 0.25 h. The mixture was cooled to 10° C., water (10 ml) added and basified to pH >10 with potassium carbonate. Extraction into dichloromethane (3×50 ml). drying (Na2SO4) and ... Starting materials: ClC1=C(OC2CCN(CC2)C(=O)OC(C)(C)C)C(=CC=C1)Cl (tert-Butyl 4-(2,6-dichlorophenoxy)piperidine-1-carboxylate), mixture, C(=O)(C(F)(F)F)O (TFA). Run in C(Cl)Cl (CH2Cl2). Conditions: time 4 hour. Yields the product ClC1=C(OC2CCNCC2)C(=CC=C1)Cl (4-(2,6-dichlorophenoxy)piperidine), C(=O)(C(F)(F)F)O (TFA). RXN SMILES: [Cl:1][C:2]1[CH:21]=[CH:20][CH:19]=[C:18]([Cl:22])[C:3]=1[O:4][CH:5]1[CH2:10][CH2:9][N:8](C(OC(C)(C)C)=O)[CH2:7][CH2:6]1.[C:23]([OH:29])([C:25]([F:28])([F:27])[F:26])=[O:24]>C(Cl)Cl>[Cl:1][C:2]1[CH:21]=[CH:20][CH:19]=[C:18]([Cl:22])[C:3]=1[O:4][CH:5]1[CH2:6][CH2:7][NH:8][CH2:9][CH2:10]1.[C:23]([OH:29])([C:25]([F:28])([F:27])[F:26])=[O:24]. Procedure details: tert-Butyl 4-(2,6-dichlorophenoxy)piperidine-1-carboxylate (5.54 g) was mixed with 50 ml of mixture of TFA and CH2Cl2 (1:1). The mixture was stirred at room temperature for 4 hours. The solvents were removed under vacuum residue was Freeze-dried using CH3CN/water system. The desired 4-(2,6-dichlorophenoxy)piperidine was obtained as TFA salt (white solid) in 100% yield. Reactants: N1C=NC=C1 (imidazole), [H-].[Na+] (sodium hydride), ClC=1C=C(C(=O)C2=C(C=C(C=C2C)C)C)C=CC1F (3-chloro-4-fluoro-2',4',6'-trimethylbenzophenone). Run in CN(C=O)C (dimethylformamide), CN(C=O)C (dimethylformamide). Reaction conditions: time 30 minute. Product: ClC=1C=C(C(=O)C2=C(C=C(C=C2C)C)C)C=CC1N1C=NC=C1 (3-chloro-4-(1-imidazolyl)-2',4',6'-trimethylbenzophenone). The yield is 93.6%. As a reaction SMILES: [H-].[Na+].[NH:3]1[CH:7]=[CH:6][N:5]=[CH:4]1.[Cl:8][C:9]1[CH:10]=[C:11]([CH:23]=[CH:24][C:25]=1F)[C:12]([C:14]1[C:19]([CH3:20])=[CH:18][C:17]([CH3:21])=[CH:16][C:15]=1[CH3:22])=[O:13]>CN(C)C=O>[Cl:8][C:9]1[CH:10]=[C:11]([CH:23]=[CH:24][C:25]=1[N:3]1[CH:7]=[CH:6][N:5]=[CH:4]1)[C:12]([C:14]1[C:19]([CH3:20])=[CH:18][C:17]([CH3:21])=[CH:16][C:15]=1[CH3:22])=[O:13] |f:0.1|. Procedure: To a suspension of 2.3 g of sodium hydride (60% dispersion in mineral oil) in 50 ml of dimethylformamide is added 4.2 g of imidazole over a 5 minute period under occasional ice cooling. After stirring at room temperature for 30 minutes, a solution of 14.2 g of 3-chloro-4-fluoro-2',4',6'-trimethylbenzophenone in 10 ml of dimethylformamide is added and the mixture is stirred at 50° C. for 3 hours. The reaction mixture is poured into ice-cold water and extracted with benzene. After benzene is disti...